This data is from the Open Reaction Database (ORD), a public repository of structured organic reaction records. The task is: describe an organic reaction: reactants, conditions, products, and yield The reactants are OC1=NC=CC=C1C (2-hydroxy-3-methylpyridine), BrBr (bromine). Solvent: C(Cl)Cl (DCM). Reaction conditions: time 18 hour. Yields the product BrC=1C=C(C(NC1)=O)C (5-Bromo-3-methylpyridin-2(1H)-one). Reaction SMILES: [OH:1][C:2]1[C:7]([CH3:8])=[CH:6][CH:5]=[CH:4][N:3]=1.[Br:9]Br>C(Cl)Cl>[Br:9][C:5]1[CH:6]=[C:7]([CH3:8])[C:2](=[O:1])[NH:3][CH:4]=1. Procedure details: To a solution of 2-hydroxy-3-methylpyridine (0.500 g, 4.58 mmol, Acros Organics) in DCM (15 mL) was slowly added bromine (0.282 mL, 5.50 mmol). After addition, the mixture was stirred at rt for 18 h. The mixture was cooled to 0° C. and was quenched with saturated aqueous NaHCO3 (5 mL). The mixture was then extracted with EtOAc (3×20 mL). The combined organic layer were dried over MgSO4 and concentrated. The residue was then dissolved in MeOH (20 mL) and silica gel was added. The mixture was conc...